From a dataset of the Open Reaction Database (ORD), a public repository of structured organic reaction records. describe an organic reaction: reactants, conditions, products, and yield Starting materials: FC=1C=C(C=CC1N1CCNCC1)N1C(O[C@H](C1)CNC(C)=O)=O ((S)-N-[3-[3-Fluoro-4-[piperazin-1-yl]phenyl]-2-oxooxazolidin-5-ylmethyl]acetamide), C([O-])([O-])=O.[K+].[K+] (potassium carbonate). The solvent is CN(C=O)C (dimethylformamide). The product is FC=1C=C(C=CC1N1CCN(CC1)C(=O)N1CCOCC1)N1C(O[C@H](C1)CNC(C)=O)=O ((S)-N-[3-[3-fluoro-4-[4-(morpholin-4-ylcarbonyl)piperazin-1-yl]phenyl]-2-oxooxazolidin-5-ylmethyl]acetamide). Isolated yield 82.5%. Reaction SMILES: [F:1][C:2]1[CH:3]=[C:4]([N:14]2[CH2:18][C@H:17]([CH2:19][NH:20][C:21](=[O:23])[CH3:22])[O:16][C:15]2=[O:24])[CH:5]=[CH:6][C:7]=1[N:8]1[CH2:13][CH2:12][NH:11][CH2:10][CH2:9]1.[C:25](=[O:28])([O-])[O-].[K+].[K+]>CN(C)C=O>[F:1][C:2]1[CH:3]=[C:4]([N:14]2[CH2:18][C@H:17]([CH2:19][NH:20][C:21](=[O:23])[CH3:22])[O:16][C:15]2=[O:24])[CH:5]=[CH:6][C:7]=1[N:8]1[CH2:13][CH2:12][N:11]([C:15]([N:14]2[CH2:18][CH2:25][O:28][CH2:3][CH2:4]2)=[O:16])[CH2:10][CH2:9]1 |f:1.2.3|. Procedure details: (S)-N-[3-[3-Fluoro-4-[piperazin-1-yl]phenyl]-2-oxooxazolidin-5-ylmethyl]acetamide (154 mg, 0.4587 mmol) was treated with morphonylcarbonylchloride (82 mg, 0.5504 mmol) and anhydrous potassium carbonate (190 mg, 1.376 mmol) in dimethylformamide (10 ml). The reaction mixture was allowed to react at 30° C. for 8 hrs, after which the reaction mixture was extracted with ethylacetate and water. The organic phase was separated and evaporated under reduced pressure to afford crude product. The crude was...